From a dataset of the Open Reaction Database (ORD), a public repository of structured organic reaction records. describe an organic reaction: reactants, conditions, products, and yield Run at temperature 100 celsius, time 18 hour. Product: C1(CC1)C1=NN=C(O1)C=1C(=NC=C(C1)C=1C=C2C=CNC2=CC1)N (3-(5-Cyclopropyl-[1,3,4]oxadiazol-2-yl)-5-(1H-indol-5-yl)-pyridin-2-ylamine). Run in O (water). RXN SMILES: Br[C:2]1[CH:3]=[C:4]([C:9]2[O:10][C:11]([CH:14]3[CH2:16][CH2:15]3)=[N:12][N:13]=2)[C:5]([NH2:8])=[N:6][CH:7]=1.[NH:17]1[C:25]2[C:20](=[CH:21][C:22](B(O)O)=[CH:23][CH:24]=2)[CH:19]=[CH:18]1.C([O-])([O-])=O.[K+].[K+].O1CCOCC1>C1C=CC([P]([Pd]([P](C2C=CC=CC=2)(C2C=CC=CC=2)C2C=CC=CC=2)([P](C2C=CC=CC=2)(C2C=CC=CC=2)C2C=CC=CC=2)[P](C2C=CC=CC=2)(C2C=CC=CC=2)C2C=CC=CC=2)(C2C=CC=CC=2)C2C=CC=CC=2)=CC=1.O>[CH:14]1([C:11]2[O:10][C:9]([C:4]3[C:5]([NH2:8])=[N:6][CH:7]=[C:2]([C:22]4[CH:21]=[C:20]5[C:25](=[CH:24][CH:23]=4)[NH:17][CH:18]=[CH:19]5)[CH:3]=3)=[N:13][N:12]=2)[CH2:16][CH2:15]1 |f:2.3.4,^1:44,46,65,84|. Reactants: BrC=1C=C(C(=NC1)N)C=1OC(=NN1)C1CC1 (5-Bromo-3-(5-cyclopropyl-[1,3,4]oxadiazol-2-yl)-pyridin-2-ylamine), N1C=CC2=CC(=CC=C12)B(O)O (5-indolyl boronic acid), C(=O)([O-])[O-].[K+].[K+] (K2CO3), O1CCOCC1 (1,4-dioxane). Reagents/catalysts: C=1C=CC(=CC1)[P](C=2C=CC=CC2)(C=3C=CC=CC3)[Pd]([P](C=4C=CC=CC4)(C=5C=CC=CC5)C=6C=CC=CC6)([P](C=7C=CC=CC7)(C=8C=CC=CC8)C=9C=CC=CC9)[P](C=1C=CC=CC1)(C=1C=CC=CC1)C=1C=CC=CC1 (Pd(PPh3)4). Reported procedure: 5-Bromo-3-(5-cyclopropyl-[1,3,4]oxadiazol-2-yl)-pyridin-2-ylamine (200 mg, 0.71 mmol), 5-indolyl boronic acid (112 mg, 0.78 mmol), K2CO3 (290 mg, 2.13 mmol), 1,4-dioxane (10.0 mL) and water (4.0 mL) were taken in a sealed tube and degassed with nitrogen for 15 min. Then Pd(PPh3)4 (41 mg, 0.03 mmol) was added and stirred for 18 h at 100° C. The reaction mixture was diluted with ice-cold water and extracted with EtOAc. The combined extracts were dried over Na2SO4 and evaporated under reduced press... The reactants are C(C)(C)OC(=O)N1CCC(CC1)OC1=NC=NC(=C1C)Cl (4-(6-chloro-5-methyl-pyrimidin-4-yloxy)-piperidine-1-carboxylic acid isopropyl ester), FC=1C=C(C=CC1O)CC(=O)O ((3-fluoro-4-hydroxy-phenyl)-acetic acid), [H-].[Na+] (sodium hydride). Solvent: CC(=O)N(C)C (dimethylacetamide). Reaction conditions: temperature 150 celsius. Yields the product C(C)(C)OC(=O)N1CCC(CC1)OC1=NC=NC(=C1C)OC1=C(C=C(C=C1)CC(=O)O)F (4-[6-(4-Carboxymethyl-2-fluoro-phenoxy)-5-methyl-pyrimidin-4-yloxy]-piperidine-1-carboxylic acid isopropyl ester). The yield is 142.8%. RXN SMILES: [CH:1]([O:4][C:5]([N:7]1[CH2:12][CH2:11][CH:10]([O:13][C:14]2[C:19]([CH3:20])=[C:18](Cl)[N:17]=[CH:16][N:15]=2)[CH2:9][CH2:8]1)=[O:6])([CH3:3])[CH3:2].[F:22][C:23]1[CH:24]=[C:25]([CH2:30][C:31]([OH:33])=[O:32])[CH:26]=[CH:27][C:28]=1[OH:29].[H-].[Na+]>CC(N(C)C)=O>[CH:1]([O:4][C:5]([N:7]1[CH2:12][CH2:11][CH:10]([O:13][C:14]2[C:19]([CH3:20])=[C:18]([O:29][C:28]3[CH:27]=[CH:26][C:25]([CH2:30][C:31]([OH:33])=[O:32])=[CH:24][C:23]=3[F:22])[N:17]=[CH:16][N:15]=2)[CH2:9][CH2:8]1)=[O:6])([CH3:3])[CH3:2] |f:2.3|. Procedure: A mixture of 4-(6-chloro-5-methyl-pyrimidin-4-yloxy)-piperidine-1-carboxylic acid isopropyl ester (1.6 g, 5.32 mmol), (3-fluoro-4-hydroxy-phenyl)-acetic acid (1.8 g, 10.64 mmol), and sodium hydride (638 mg, 26.61 mmol) in dimethylacetamide (18 mL) was heated under microwave irradiation for 1 hr at 150° C. The reaction was quenched with water and the product extracted in ethyl acetate. The organic layer was concentrated in vacuo and purified by flash chromatography to provide compound C149 as a w... Starting materials: OBO, COc1cc(-c2oc3cc(I)ccc3c(=O)c2OCc2ccccc2)cc(OC)c1OC, CCCC, Cl[Pd]Cl, [Na+], C1CCOC1, [OH-]. The product is CCCCc1ccc2c(=O)c(OCc3ccccc3)c(-c3cc(OC)c(OC)c(OC)c3)oc2c1. RXN SMILES: [BH:1]([OH:2])[OH:3].[CH2:8]([c:9]1[cH:10][cH:11][cH:12][cH:13][cH:14]1)[O:15][c:16]1[c:17](-[c:28]2[cH:29][c:30]([O:38][CH3:39])[c:31]([O:36][CH3:37])[c:32]([O:34][CH3:35])[cH:33]2)[o:18][c:19]2[cH:20][c:21]([I:27])[cH:22][cH:23][c:24]2[c:25]1=[O:26].[CH3:4][CH2:5][CH2:6][CH3:7].[Cl:47][Pd:48][Cl:49].[Na+:46].[O:40]1[CH2:41][CH2:42][CH2:43][CH2:44]1.[OH-:45]>>[CH2:4]([CH2:5][CH2:6][CH3:7])[c:21]1[cH:20][c:19]2[o:18][c:17](-[c:28]3[cH:29][c:30]([O:38][CH3:39])[c:31]([O:36][CH3:37])[c:32]([O:34][CH3:35])[cH:33]3)[c:16]([O:15][CH2:8][c:9]3[cH:10][cH:11][cH:12][cH:13][cH:14]3)[c:25](=[O:26])[c:24]2[cH:23][cH:22]1.